This data is from the Open Reaction Database (ORD), a public repository of structured organic reaction records. The task is: describe an organic reaction: reactants, conditions, products, and yield Starting materials: O=C([O-])[O-], C#CC(=O)OCC, CCCC(CCC)NC(=O)c1ccc(O)c(O)c1, CC(C)=O, [K+], [K+]. Reaction SMILES: [C:19](=[O:20])([O-:21])[O-:22].[CH2:25]([CH3:26])[O:27][C:28]([C:29]#[CH:30])=[O:31].[CH3:1][CH2:2][CH2:3][CH:4]([CH2:5][CH2:6][CH3:7])[NH:8][C:9]([c:10]1[cH:11][c:12]([OH:17])[c:13]([OH:16])[cH:14][cH:15]1)=[O:18].[CH3:32][C:33](=[O:34])[CH3:35].[K+:23].[K+:24]>>[CH3:1][CH2:2][CH2:3][CH:4]([CH2:5][CH2:6][CH3:7])[NH:8][C:9]([c:10]1[cH:11][c:12]2[c:13]([cH:14][cH:15]1)[O:16][CH:30]([CH2:29][C:28]([O:27][CH2:25][CH3:26])=[O:31])[O:17]2)=[O:18]. Product: CCCC(CCC)NC(=O)c1ccc2c(c1)OC(CC(=O)OCC)O2. Starting materials: O=C([O-])[O-], O=Cc1ccc(F)cc1, [K+], [K+], CN(C)C=O, O, c1c[nH]cn1. The product is O=Cc1ccc(-n2ccnc2)cc1. RXN SMILES: [C:15](=[O:16])([O-:17])[O-:18].[F:1][c:2]1[cH:3][cH:4][c:5]([CH:6]=[O:7])[cH:8][cH:9]1.[K+:19].[K+:20].[O:21]=[CH:22][N:23]([CH3:24])[CH3:25].[OH2:26].[nH:10]1[cH:11][n:12][cH:13][cH:14]1>>[c:2]1(-[n:10]2[cH:11][n:12][cH:13][cH:14]2)[cH:3][cH:4][c:5]([CH:6]=[O:7])[cH:8][cH:9]1. Reactants: O=C([O-])[O-], CCOC(=O)c1cc(F)cnc1Cl, CSc1cccc(O)c1, [Cs+], [Cs+], C1COCCO1. The product is CCOC(=O)c1cc(F)cnc1Oc1cccc(SC)c1. RXN SMILES: [C:23](=[O:24])([O-:25])[O-:26].[CH2:1]([CH3:2])[O:3][C:4]([c:5]1[c:6]([Cl:12])[n:7][cH:8][c:9]([F:11])[cH:10]1)=[O:13].[CH3:14][S:15][c:16]1[cH:17][c:18]([OH:22])[cH:19][cH:20][cH:21]1.[Cs+:27].[Cs+:28].[O:29]1[CH2:30][CH2:31][O:32][CH2:33][CH2:34]1>>[CH2:1]([CH3:2])[O:3][C:4]([c:5]1[c:6]([O:22][c:18]2[cH:17][c:16]([S:15][CH3:14])[cH:21][cH:20][cH:19]2)[n:7][cH:8][c:9]([F:11])[cH:10]1)=[O:13]. Starting materials: C(C)(C)(C)[Si](OC1=CC(CCCC1)=CC1=C(C=CC=C1)C)(C)C (tert-Butyl(dimethyl){[3-(2-methylbenzylidene)-1-cyclohepten-1-yl]oxy}silane), n-tetra-n-butylammonium fluoride, C1CCOC1 (THF), C1CCOC1 (THF). Reaction conditions: time 30 minute. Product: CC1=C(CC=2C(CCCCC2)=O)C=CC=C1 ((2-Methylbenzyl)-2-cyclohepten-1-one). RXN SMILES: C([Si](C)(C)O[C:7]1[CH2:13][CH2:12][CH2:11][CH2:10][C:9](=[CH:14][C:15]2[CH:20]=[CH:19][CH:18]=[CH:17][C:16]=2[CH3:21])[CH:8]=1)(C)(C)C.C1C[O:27]CC1>>[CH3:21][C:16]1[CH:17]=[CH:18][CH:19]=[CH:20][C:15]=1[CH2:14][C:9]1[C:8](=[O:27])[CH2:7][CH2:13][CH2:12][CH2:11][CH:10]=1. Reported procedure: A solution of n-tetra-n-butylammonium fluoride (1M) in THF (1.35 mmol) is added using a syringe to a solution of the compound obtained in Step A (1.34 mmol) in 15 ml of anhydrous THF at 0° C., and the whole is stirred at that temperature for 1 hour 30 minutes. The reaction mixture is then concentrated to dryness and deposited directly over a column of silica gel (heptane/AcOEt 9/1) to yield the title product. The reactants are O=C(c1ncc[nH]1)c1ncc[nH]1, CC(C)CCO, C1CCOC1, CC[O-], [Na+], CSCCC(NC(=O)c1ccc(NCc2cccnc2)cc1-c1ccccc1)C(=O)O. The product is CSCCC(NC(=O)c1ccc(NCc2cccnc2)cc1-c1ccccc1)C(=O)OCCC(C)C. As a reaction SMILES: [C:32]([c:33]1[nH:34][cH:35][cH:36][n:37]1)([c:38]1[nH:39][cH:40][cH:41][n:42]1)=[O:43].[CH2:44]([CH2:45][CH:46]([CH3:47])[CH3:48])[OH:49].[CH2:54]1[O:55][CH2:56][CH2:57][CH2:58]1.[CH3:51][CH2:52][O-:53].[Na+:50].[n:1]1[cH:2][c:3]([CH2:7][NH:8][c:9]2[cH:10][c:11](-[c:26]3[cH:27][cH:28][cH:29][cH:30][cH:31]3)[c:12]([C:13](=[O:14])[NH:15][CH:16]([CH2:17][CH2:18][S:19][CH3:20])[C:21](=[O:22])[OH:23])[cH:24][cH:25]2)[cH:4][cH:5][cH:6]1>>[n:1]1[cH:2][c:3]([CH2:7][NH:8][c:9]2[cH:10][c:11](-[c:26]3[cH:27][cH:28][cH:29][cH:30][cH:31]3)[c:12]([C:13](=[O:14])[NH:15][CH:16]([CH2:17][CH2:18][S:19][CH3:20])[C:21]([O:22][CH2:44][CH2:45][CH:46]([CH3:47])[CH3:48])=[O:23])[cH:24][cH:25]2)[cH:4][cH:5][cH:6]1.